describe an organic reaction: reactants, conditions, products, and yield From a dataset of the Open Reaction Database (ORD), a public repository of structured organic reaction records. Reactants: S(=O)(=O)(OCCCCCCCCCCCC)[O-].[Na+] (SDS), OP(=O)(O)O (H3PO4), K2H2PO4, stainless steel, CC(COC)O (PGME), [OH-].[Na+] (NaOH), CC1([C@@H](N2[C@H](S1)[C@@H](C2=O)N)C(=O)O)C (6-APA), CC1([C@@H](N2[C@H](S1)[C@@H](C2=O)NC(=O)[C@@H](C=3C=CC=CC3)N)C(=O)O)C (ampicillin). Run in C(C)#N (acetonitrile). Product: CC1([C@@H](N2[C@H](S1)[C@@H](C2=O)NC(=O)CC=3C=CC=CC3)C(=O)O)C (penicillin G). RXN SMILES: CC(O)COC.CC1(C)S[C@@H]2[C@H](N)C(=O)N2[C@H]1C(O)=O.[CH3:21][C:22]1([CH3:44])[S:26][C@@H:25]2[C@H:27]([NH:30][C:31]([C@H:33](N)[C:34]3[CH:35]=[CH:36][CH:37]=[CH:38][CH:39]=3)=[O:32])[C:28](=[O:29])[N:24]2[C@H:23]1[C:41]([OH:43])=[O:42].S([O-])(OCCCCCCCCCCCC)(=O)=O.[Na+].OP(O)(O)=O.[OH-].[Na+]>C(#N)C>[CH3:21][C:22]1([CH3:44])[S:26][C@@H:25]2[C@H:27]([NH:30][C:31]([CH2:33][C:34]3[CH:35]=[CH:36][CH:37]=[CH:38][CH:39]=3)=[O:32])[C:28](=[O:29])[N:24]2[C@H:23]1[C:41]([OH:43])=[O:42] |f:3.4,6.7|. Reported procedure: Analisys: Concentrations of PGME, 6-APA, ampicillin and PG using HPLC. Column Waters C18: Nova-Pak, 60 Å, diameter 4 μm, 3.9×150 mm. Mobile phase: 35% acetonitrile, 2‰ SDS (sodium dodecyl sulfate), 10 mM H3PO4, 5 mM K2H2PO4, pH 4.6 and 25° C., 225 nm, flow 1 mL/min. Synthesis experiments: 25° C., pH 6.5 controlled by automatic addition of NaOH. Jacketed glass vortex flow reactor, internal cylinder of stainless steel 316. Reaction volume, 50 mL. Reactor internal diameter, 36 mm. Rotary cylinder d... Starting materials: OC1=CC=C(C=O)C=C1 (p-hydroxybenzaldehyde), ICC(=O)O (iodoacetic acid), C([O-])([O-])=O.[K+].[K+] (potassium carbonate), P(O)(O)(O)=O (phosphoric acid). The solvent is C(C)(=O)OCC (ethyl acetate), O (water). Run at temperature 60 celsius. Product: C(=O)(O)COC1=CC=C(C=O)C=C1 (4-(Carboxymethyloxy)benzaldehyde). As a reaction SMILES: [OH:1][C:2]1[CH:9]=[CH:8][C:5]([CH:6]=[O:7])=[CH:4][CH:3]=1.I[CH2:11][C:12]([OH:14])=[O:13].C(=O)([O-])[O-].[K+].[K+].P(=O)(O)(O)O>C(OCC)(=O)C.O>[C:12]([CH2:11][O:1][C:2]1[CH:9]=[CH:8][C:5]([CH:6]=[O:7])=[CH:4][CH:3]=1)([OH:14])=[O:13] |f:2.3.4|. Procedure: To a solution of p-hydroxybenzaldehyde (49 g, 0.40 mol) were added iodoacetic acid (75 g, 0.40 mol) and potassium carbonate (anhydrous, 120 g), and the magnetically stirred mixture was warmed at 60° C. for three days. The resulting solid was dispersed mechanically in a mixture of ethyl acetate (400 ml) and water. The mixture was neutralized cautiously with phosphoric acid. After the dissolution of the solid mass, the neutral aqueous layer was withdrawn. The organic layer was extracted repeatedly...